From a dataset of the Open Reaction Database (ORD), a public repository of structured organic reaction records. describe an organic reaction: reactants, conditions, products, and yield Reactants: C1COCCO1, CCN(C(C)C)C(C)C, CC(C)O, Fc1nc(F)c(Cl)c(N2CCOCC2)n1, Nc1ccc(Cl)cc1. Product: Fc1nc(Nc2ccc(Cl)cc2)c(Cl)c(N2CCOCC2)n1. As a reaction SMILES: [CH2:33]1[O:34][CH2:35][CH2:36][O:37][CH2:38]1.[CH:24]([N:25]([CH2:26][CH3:27])[CH:28]([CH3:29])[CH3:30])([CH3:31])[CH3:32].[CH:39]([OH:40])([CH3:41])[CH3:42].[Cl:9][c:10]1[c:11]([N:18]2[CH2:19][CH2:20][O:21][CH2:22][CH2:23]2)[n:12][c:13]([F:17])[n:14][c:15]1[F:16].[NH2:1][c:2]1[cH:3][cH:4][c:5]([Cl:6])[cH:7][cH:8]1>>[NH:1]([c:2]1[cH:3][cH:4][c:5]([Cl:6])[cH:7][cH:8]1)[c:15]1[c:10]([Cl:9])[c:11]([N:18]2[CH2:19][CH2:20][O:21][CH2:22][CH2:23]2)[n:12][c:13]([F:17])[n:14]1. Reactants: CCO, CCOC(C)=O, CC(=O)CCC(=O)N(CC(C)C)NC(=O)C(CC(C)C)C(CC=Cc1ccccc1)C(=O)NOC1CCCCO1. The product is CC(C)CC(C(=O)NN(CC(C)C)C(=O)CCC(C)O)C(CC=Cc1ccccc1)C(=O)NOC1CCCCO1. RXN SMILES: [CH3:41][CH2:42][OH:43].[CH3:44][CH2:45][O:46][C:47](=[O:48])[CH3:49].[O:1]1[CH:2]([O:7][NH:8][C:9](=[O:10])[CH:11]([CH2:12][CH:13]=[CH:14][c:15]2[cH:16][cH:17][cH:18][cH:19][cH:20]2)[CH:21]([C:22](=[O:23])[NH:24][N:25]([CH2:26][CH:27]([CH3:28])[CH3:29])[C:30]([CH2:31][CH2:32][C:33]([CH3:34])=[O:35])=[O:36])[CH2:37][CH:38]([CH3:39])[CH3:40])[CH2:3][CH2:4][CH2:5][CH2:6]1>>[O:1]1[CH:2]([O:7][NH:8][C:9](=[O:10])[CH:11]([CH2:12][CH:13]=[CH:14][c:15]2[cH:16][cH:17][cH:18][cH:19][cH:20]2)[CH:21]([C:22](=[O:23])[NH:24][N:25]([CH2:26][CH:27]([CH3:28])[CH3:29])[C:30]([CH2:31][CH2:32][CH:33]([CH3:34])[OH:35])=[O:36])[CH2:37][CH:38]([CH3:39])[CH3:40])[CH2:3][CH2:4][CH2:5][CH2:6]1.